From a dataset of the Open Reaction Database (ORD), a public repository of structured organic reaction records. describe an organic reaction: reactants, conditions, products, and yield The reactants are O=C([O-])[O-], CN(C)C=O, CI, [K+], [K+], N#Cc1nn(-c2c(Cl)cc(C(F)(F)F)cc2Cl)c(N)c1C(=O)C(F)(F)F, O. Product: CNc1c(C(=O)C(F)(F)F)c(C#N)nn1-c1c(Cl)cc(C(F)(F)F)cc1Cl. Reaction SMILES: [C:27](=[O:28])([O-:29])[O-:30].[CH3:36][N:37]([CH3:38])[CH:39]=[O:40].[I:33][CH3:34].[K+:31].[K+:32].[NH2:1][c:2]1[c:3]([C:21]([C:22]([F:23])([F:24])[F:25])=[O:26])[c:4]([C:19]#[N:20])[n:5][n:6]1-[c:7]1[c:8]([Cl:18])[cH:9][c:10]([C:14]([F:15])([F:16])[F:17])[cH:11][c:12]1[Cl:13].[OH2:35]>>[NH:1]([c:2]1[c:3]([C:21]([C:22]([F:23])([F:24])[F:25])=[O:26])[c:4]([C:19]#[N:20])[n:5][n:6]1-[c:7]1[c:8]([Cl:18])[cH:9][c:10]([C:14]([F:15])([F:16])[F:17])[cH:11][c:12]1[Cl:13])[CH3:27].